From a dataset of the Open Reaction Database (ORD), a public repository of structured organic reaction records. describe an organic reaction: reactants, conditions, products, and yield Reactants: BrC=1C=C2C(=C(C=NC2=CC1)C(=O)C1CC1)Cl ((6-bromo-4-chloroquinolin-3-yl)(cyclopropyl)methanone), CN(C)CC1=CC=C(N)C=C1 (4-[(dimethylamino)methyl]aniline). Product: BrC=1C=C2C(=C(C=NC2=CC1)C(=O)C1CC1)NC1=CC=C(C=C1)CN(C)C ((6-Bromo-4-{4-[(dimethylamino)methyl]phenylamino}quinolin-3-yl)(cyclopropyl)methanone). The yield is 49.9%. RXN SMILES: [Br:1][C:2]1[CH:3]=[C:4]2[C:9](=[CH:10][CH:11]=1)[N:8]=[CH:7][C:6]([C:12]([CH:14]1[CH2:16][CH2:15]1)=[O:13])=[C:5]2Cl.[CH3:18][N:19]([CH2:21][C:22]1[CH:28]=[CH:27][C:25]([NH2:26])=[CH:24][CH:23]=1)[CH3:20]>>[Br:1][C:2]1[CH:3]=[C:4]2[C:9](=[CH:10][CH:11]=1)[N:8]=[CH:7][C:6]([C:12]([CH:14]1[CH2:16][CH2:15]1)=[O:13])=[C:5]2[NH:26][C:25]1[CH:24]=[CH:23][C:22]([CH2:21][N:19]([CH3:20])[CH3:18])=[CH:28][CH:27]=1. Reported procedure: Following general procedure C, (6-bromo-4-chloroquinolin-3-yl)(cyclopropyl)methanone (320 mg, 1.03 mmol) was reacted with 4-[(dimethylamino)methyl]aniline (210 mg, 1.54 mmol) to afford the desired product (218 mg, 50%) as a yellow solid: ESI MS m/z 425 [C22H22BrN3O+H]+. The reactants are CCC(C)O, CCN(C(C)C)C(C)C, Clc1cc(Cl)ncn1, Cc1ccc(NC(=O)c2cccc(C(F)(F)F)c2)cc1Nc1ncc[nH]1. Yields the product Cc1ccc(NC(=O)c2cccc(C(F)(F)F)c2)cc1Nc1nccn1-c1cc(Cl)ncn1. Reaction SMILES: [CH3:44][CH:45]([OH:46])[CH2:47][CH3:48].[CH:35]([N:36]([CH2:37][CH3:38])[CH:39]([CH3:40])[CH3:41])([CH3:42])[CH3:43].[Cl:27][c:28]1[n:29][cH:30][n:31][c:32]([Cl:34])[cH:33]1.[nH:1]1[c:2]([NH:6][c:7]2[cH:8][c:9]([NH:14][C:15]([c:16]3[cH:17][c:18]([C:22]([F:23])([F:24])[F:25])[cH:19][cH:20][cH:21]3)=[O:26])[cH:10][cH:11][c:12]2[CH3:13])[n:3][cH:4][cH:5]1>>[n:1]1(-[c:32]2[n:31][cH:30][n:29][c:28]([Cl:27])[cH:33]2)[c:2]([NH:6][c:7]2[cH:8][c:9]([NH:14][C:15]([c:16]3[cH:17][c:18]([C:22]([F:23])([F:24])[F:25])[cH:19][cH:20][cH:21]3)=[O:26])[cH:10][cH:11][c:12]2[CH3:13])[n:3][cH:4][cH:5]1. Starting materials: C1CCOC1, CC(=O)Cl, CN(C)c1ccncc1, CCOC(C)=O, OCCNC(=S)NC1CSc2c(F)cccc21, c1ccncc1. Product: CC(=O)OCCNC(=S)NC1CSc2c(F)cccc21. Reaction SMILES: [CH2:37]1[O:38][CH2:39][CH2:40][CH2:41]1.[CH3:24][C:25]([Cl:26])=[O:27].[CH3:28][N:29]([c:30]1[cH:31][cH:32][n:33][cH:34][cH:35]1)[CH3:36].[CH3:42][CH2:43][O:44][C:45](=[O:46])[CH3:47].[F:1][c:2]1[cH:3][cH:4][cH:5][c:6]2[c:7]1[S:8][CH2:9][CH:10]2[NH:11][C:12](=[S:13])[NH:14][CH2:15][CH2:16][OH:17].[cH:18]1[cH:19][cH:20][n:21][cH:22][cH:23]1>>[F:1][c:2]1[cH:3][cH:4][cH:5][c:6]2[c:7]1[S:8][CH2:9][CH:10]2[NH:11][C:12](=[S:13])[NH:14][CH2:15][CH2:16][O:17][C:25]([CH3:24])=[O:27]. The reactants are O=C([O-])[O-], COC(=O)COc1cc(OC)nc(S(C)(=O)=O)n1, CN(C)C=O, Cn1c(C(F)(F)F)cc(=O)n(-c2cc(N)c(Cl)cc2F)c1=O, [K+], [K+], O. Yields the product COC(=O)COc1cc(OC)nc(Nc2cc(-n3c(=O)cc(C(F)(F)F)n(C)c3=O)c(F)cc2Cl)n1. Reaction SMILES: [C:46](=[O:47])([O-:48])[O-:49].[CH3:23][O:24][c:25]1[cH:26][c:27]([O:35][CH2:36][C:37](=[O:38])[O:39][CH3:40])[n:28][c:29]([S:31]([CH3:32])(=[O:33])=[O:34])[n:30]1.[CH3:41][N:42]([CH3:43])[CH:44]=[O:45].[Cl:1][c:2]1[c:3]([NH2:4])[cH:5][c:6](-[n:10]2[c:11](=[O:22])[n:12]([CH3:21])[c:13]([C:17]([F:18])([F:19])[F:20])[cH:14][c:15]2=[O:16])[c:7]([F:9])[cH:8]1.[K+:50].[K+:51].[OH2:52]>>[Cl:1][c:2]1[c:3]([NH:4][c:29]2[n:28][c:27]([O:35][CH2:36][C:37](=[O:38])[O:39][CH3:40])[cH:26][c:25]([O:24][CH3:23])[n:30]2)[cH:5][c:6](-[n:10]2[c:11](=[O:22])[n:12]([CH3:21])[c:13]([C:17]([F:18])([F:19])[F:20])[cH:14][c:15]2=[O:16])[c:7]([F:9])[cH:8]1. Starting materials: C(C(C)(C)C)(=O)OCN=[N+]=[N-] (azidomethyl pivalate), C(#C)C1=NC=CC(=C1)OC1=CC(=C(C=C1)N)F (4-(2-ethynylpyridin-4-yloxy)-2-fluorobenzenamine), O=C1C(O)=C([O-])[C@H](O1)[C@@H](O)CO.[Na+] (sodium ascorbate). The reagents and catalysts are S(=O)(=O)([O-])[O-].[Cu+2] (Copper(II)sulfate). Solvent: O (water), O (water), CCOC(=O)C (EtOAc), C(C)(C)(C)O (t-butanol), O (water). Reaction conditions: time 3 hour. The product is C(C(C)(C)C)(=O)OCN1N=NC(=C1)C1=NC=CC(=C1)OC1=CC(=C(C=C1)N)F ((4-(4-(4-amino-3-fluorophenoxy)pyridin-2-yl)-1H-1,2,3-triazol-1-yl)methyl pivalate). Isolated yield 90.0%. RXN SMILES: [C:1]([O:7][CH2:8][N:9]=[N+:10]=[N-:11])(=[O:6])[C:2]([CH3:5])([CH3:4])[CH3:3].[C:12]([C:14]1[CH:19]=[C:18]([O:20][C:21]2[CH:26]=[CH:25][C:24]([NH2:27])=[C:23]([F:28])[CH:22]=2)[CH:17]=[CH:16][N:15]=1)#[CH:13].O=C1O[C@H]([C@H](CO)O)C([O-])=C1O.[Na+]>C(O)(C)(C)C.O.CCOC(C)=O.S([O-])([O-])(=O)=O.[Cu+2]>[C:1]([O:7][CH2:8][N:9]1[CH:13]=[C:12]([C:14]2[CH:19]=[C:18]([O:20][C:21]3[CH:26]=[CH:25][C:24]([NH2:27])=[C:23]([F:28])[CH:22]=3)[CH:17]=[CH:16][N:15]=2)[N:11]=[N:10]1)(=[O:6])[C:2]([CH3:5])([CH3:4])[CH3:3] |f:2.3,7.8|. Reported procedure: To a suspension of azidomethyl pivalate (0.075 g, 0.477 mmol), 4-(2-ethynylpyridin-4-yloxy)-2-fluorobenzenamine from Example A21 (0.109 g, 0.477 mmol) in t-butanol (0.6 mL) and water (0.6 mL) was added sodium ascorbate (0.021 g, 0.095 mmol). Copper(II)sulfate in water (0.048 ml, 0.048 mmol) was added to the above suspension and the dark red mixture was stirred for 3 h at RT. It was diluted with water (30 mL) and EtOAc (20 mL), the layers were separated and the aqueous layer was extracted with Et...